From a dataset of the Open Reaction Database (ORD), a public repository of structured organic reaction records. describe an organic reaction: reactants, conditions, products, and yield The reactants are C1(CCCCC1)N=C=NC1CCCCC1 (dicyclohexylcarbodiimide), Cl.Cl.CN(C1CNCCC1)C (3-dimethylaminopiperidine dihydrochloride), CN1CCOCC1 (N-methylmorpholine), C(\C=C/C(=O)O)(=O)O (maleic acid), N1C=C(C2=CC=CC=C12)C(=O)O (Indole-3-carboxylic acid), maleate salt. The solvent is CCOCC (ether), ClCCl (dichloromethane), C(C)(C)O (isopropyl alcohol). Run at time 1.5 hour. Yields the product CN(C1CN(CCC1)C(=O)C1=CNC2=CC=CC=C12)C (3-Dimethylamino-1-[[(1H)-indol 3 yl]carbonyl]piperidine). Reaction SMILES: Cl.Cl.[CH3:3][N:4]([CH3:11])[CH:5]1[CH2:10][CH2:9][CH2:8][NH:7][CH2:6]1.CN1CCOCC1.[NH:19]1[C:27]2[C:22](=[CH:23][CH:24]=[CH:25][CH:26]=2)[C:21]([C:28](O)=[O:29])=[CH:20]1.C1(N=C=NC2CCCCC2)CCCCC1.C(O)(=O)/C=C\C(O)=O>C(O)(C)C.CCOCC.ClCCl>[CH3:3][N:4]([CH3:11])[CH:5]1[CH2:10][CH2:9][CH2:8][N:7]([C:28]([C:21]2[C:22]3[C:27](=[CH:26][CH:25]=[CH:24][CH:23]=3)[NH:19][CH:20]=2)=[O:29])[CH2:6]1 |f:0.1.2|. Procedure: A mixture of 3-dimethylaminopiperidine dihydrochloride (1.8 g, 0.01 mol), N-methylmorpholine (2.5 g) and dichloromethane (50 ml) was stirred at ambient temperature for 1.5 h. Indole-3-carboxylic acid (1.92 g, 0.012 mol) was added, followed by dicyclohexylcarbodiimide (2.5 g) and the mixture stirred for 24 h. The mixture was filtered, the filtrate was washed thrice with 1M hydrochloric acid, the acid washings were combined, basified with ammonia and extracted with chloroform. The chloroform extra... Starting materials: N([C@H](C1CCCCC1)C(=O)O)C(=O)OC(C)(C)C (Boc-(D)-Chg-OH), NCC(=O)O (glycine), C(=O)(O)[O-].[Na+] (NaHCO3), C1CCC(CC1)N=C=NC2CCCCC2 (DCC). The solvent is COCCOC (1,2-dimethoxyethane), O (water). Conditions: time 6 hour. Yields the product N([C@H](C1CCCCC1)C(=O)NCC(=O)O)C(=O)OC(C)(C)C (Boc-(D)-Chg-Gly-OH). Isolated yield 85.1%. As a reaction SMILES: [NH:1]([C:12]([O:14][C:15]([CH3:18])([CH3:17])[CH3:16])=[O:13])[C@@H:2]([C:9]([OH:11])=O)[CH:3]1[CH2:8][CH2:7][CH2:6][CH2:5][CH2:4]1.C1CCC(N=C=NC2CCCCC2)CC1.[NH2:34][CH2:35][C:36]([OH:38])=[O:37].C([O-])(O)=O.[Na+]>COCCOC.O>[NH:1]([C:12]([O:14][C:15]([CH3:18])([CH3:17])[CH3:16])=[O:13])[C@@H:2]([C:9]([NH:34][CH2:35][C:36]([OH:38])=[O:37])=[O:11])[CH:3]1[CH2:4][CH2:5][CH2:6][CH2:7][CH2:8]1 |f:3.4|. Procedure: 8.1 g (31.5 mmol) of Boc-(D)-Chg-OH were dissolved in 100 ml of 1,2-dimethoxyethane and then, at 0° C., NHS (3.7 g, 32.0 mmol) and DCC (7.0 g, 34.0 mmol) were added. After 6 h at RT, DCH was filtered off, and a solution of 2.3 g (31.0 mml) of glycine and 2.6 g (31.0 mmol) of NaHCO3 in 350 ml of water was added to the filtrate. Stirring at RT for 24 h was followed by concentration and extraction with 5% citric acid/ethyl acetate. Concentration of the organic phase resulted in 8.2 g (85.0%) of pro... The reactants are C(C1=CC=CC=C1)N (benzylamine), C=O (formaldehyde), C(C)(=O)C1C(OCC1)=O (3-acetyltetrahydrofuran-2-one). Run in O (water). Run at temperature 60 celsius, time 1 hour. Yields the product C(C)(=O)C1(C(OCC1)=O)CNCC1=CC=CC=C1 (3-acetyl-N-benzyl-3-aminomethyltetrahydrofuran-2-one). Reaction SMILES: [CH2:1]([NH2:8])[C:2]1[CH:7]=[CH:6][CH:5]=[CH:4][CH:3]=1.[CH2:9]=O.[C:11]([CH:14]1[CH2:18][CH2:17][O:16][C:15]1=[O:19])(=[O:13])[CH3:12]>O>[C:11]([C:14]1([CH2:9][NH:8][CH2:1][C:2]2[CH:7]=[CH:6][CH:5]=[CH:4][CH:3]=2)[CH2:18][CH2:17][O:16][C:15]1=[O:19])(=[O:13])[CH3:12]. Procedure details: To 59.4 g of water, 21.4 g of benzylamine was added, and the resulting mixture was stirred with 17.8 g of 37% by weight formaldehyde aqueous solution at room temperature for 1 hour. To the mixture, 25.6 g of 3-acetyltetrahydrofuran-2-one was added dropwise, followed by stirring at 60° C. for 1 hour. After the completion of reaction, the resulting mixture was cooled to room temperature, followed by removal of water from the resulting oily matter, and thereby yielded 23.6 g of 3-acetyl-N-benzyl-3-... Reactants: Clc1nc(Cl)nc(Cl)n1, ClCCl, O=C(CO)Nc1cccc(C(F)(F)F)c1. Product: O=C(COc1nc(Cl)nc(Cl)n1)Nc1cccc(C(F)(F)F)c1. RXN SMILES: [Cl:1][c:2]1[n:3][c:4]([Cl:5])[n:6][c:7]([Cl:8])[n:9]1.[Cl:25][CH2:26][Cl:27].[OH:10][CH2:11][C:12](=[O:13])[NH:14][c:15]1[cH:16][c:17]([C:21]([F:22])([F:23])[F:24])[cH:18][cH:19][cH:20]1>>[c:2]1([O:10][CH2:11][C:12](=[O:13])[NH:14][c:15]2[cH:16][c:17]([C:21]([F:22])([F:23])[F:24])[cH:18][cH:19][cH:20]2)[n:3][c:4]([Cl:5])[n:6][c:7]([Cl:8])[n:9]1.